This data is from the Open Reaction Database (ORD), a public repository of structured organic reaction records. The task is: describe an organic reaction: reactants, conditions, products, and yield Reactants: CC(C)(C)n1ncc(C(=O)O)c1C(F)(F)F, CCN(C(C)C)C(C)C, ClCCl, Cl, NC1C2CC3CC(C2)CC1C3, CN(C)C=O, O. Yields the product CC(C)(C)n1ncc(C(=O)NC2C3CC4CC(C3)CC2C4)c1C(F)(F)F. RXN SMILES: [C:1]([CH3:2])([CH3:3])([CH3:4])[n:5]1[n:6][cH:7][c:8]([C:14](=[O:15])[OH:16])[c:9]1[C:10]([F:11])([F:12])[F:13].[CH:17]([N:18]([CH2:19][CH3:20])[CH:21]([CH3:22])[CH3:23])([CH3:24])[CH3:25].[Cl:39][CH2:40][Cl:41].[ClH:26].[NH2:27][CH:28]1[CH:29]2[CH2:30][CH:31]3[CH2:32][CH:33]([CH2:34][CH:35]1[CH2:36]3)[CH2:37]2.[O:42]=[CH:43][N:44]([CH3:45])[CH3:46].[OH2:38]>>[C:1]([CH3:2])([CH3:3])([CH3:4])[n:5]1[n:6][cH:7][c:8]([C:14](=[O:16])[NH:27][CH:28]2[CH:29]3[CH2:30][CH:31]4[CH2:32][CH:33]([CH2:34][CH:35]2[CH2:36]4)[CH2:37]3)[c:9]1[C:10]([F:11])([F:12])[F:13]. Starting materials: O=c1c([N+](=O)[O-])cc(Br)cn1Cc1ccccc1, Cc1ccccc1, CCO, [K+], [K+], O=C([O-])[O-], O, OB(O)c1ccc(-c2cccc3c2oc2ccccc23)cc1, c1ccc(P(c2ccccc2)(c2ccccc2)[Pd](P(c2ccccc2)(c2ccccc2)c2ccccc2)(P(c2ccccc2)(c2ccccc2)c2ccccc2)P(c2ccccc2)(c2ccccc2)c2ccccc2)cc1. The product is O=c1c([N+](=O)[O-])cc(-c2ccc(-c3cccc4c3oc3ccccc34)cc2)cn1Cc1ccccc1. RXN SMILES: [CH2:1]([c:2]1[cH:3][cH:4][cH:5][cH:6][cH:7]1)[n:8]1[c:9](=[O:18])[c:10]([N+:15](=[O:16])[O-:17])[cH:11][c:12]([Br:14])[cH:13]1.[CH3:47][c:48]1[cH:49][cH:50][cH:51][cH:52][cH:53]1.[CH3:54][CH2:55][OH:56].[K+:41].[K+:42].[O-:43][C:44]([O-:45])=[O:46].[OH2:57].[cH:19]1[cH:20][cH:21][c:22](-[c:32]2[cH:33][cH:34][c:35]([B:38]([OH:39])[OH:40])[cH:36][cH:37]2)[c:23]2[o:24][c:25]3[c:26]([c:27]12)[cH:28][cH:29][cH:30][cH:31]3.[cH:58]1[cH:59][cH:60][c:61]([P:62]([Pd:63]([P:64]([c:65]2[cH:66][cH:67][cH:68][cH:69][cH:70]2)([c:71]2[cH:72][cH:73][cH:74][cH:75][cH:76]2)[c:77]2[cH:78][cH:79][cH:80][cH:81][cH:82]2)([P:83]([c:84]2[cH:85][cH:86][cH:87][cH:88][cH:89]2)([c:90]2[cH:91][cH:92][cH:93][cH:94][cH:95]2)[c:96]2[cH:97][cH:98][cH:99][cH:100][cH:101]2)[P:102]([c:103]2[cH:104][cH:105][cH:106][cH:107][cH:108]2)([c:109]2[cH:110][cH:111][cH:112][cH:113][cH:114]2)[c:115]2[cH:116][cH:117][cH:118][cH:119][cH:120]2)([c:121]2[cH:122][cH:123][cH:124][cH:125][cH:126]2)[c:127]2[cH:128][cH:129][cH:130][cH:131][cH:132]2)[cH:133][cH:134]1>>[CH2:1]([c:2]1[cH:3][cH:4][cH:5][cH:6][cH:7]1)[n:8]1[c:9](=[O:18])[c:10]([N+:15](=[O:16])[O-:17])[cH:11][c:12](-[c:35]2[cH:34][cH:33][c:32](-[c:22]3[cH:21][cH:20][cH:19][c:27]4[c:23]3[o:24][c:25]3[c:26]4[cH:28][cH:29][cH:30][cH:31]3)[cH:37][cH:36]2)[cH:13]1. Product: Fc1cc2ncc(NCC3CCCCN3)nc2cc1F. Reaction SMILES: [C:1]([O:2][C:3](=[O:4])[N:8]1[CH:9]([CH2:14][NH:15][c:16]2[n:17][c:18]3[cH:19][c:20]([F:27])[c:21]([F:26])[cH:22][c:23]3[n:24][cH:25]2)[CH2:10][CH2:11][CH2:12][CH2:13]1)([CH3:5])([CH3:6])[CH3:7].[OH:28][C:29]([C:30]([F:31])([F:32])[F:33])=[O:34]>>[NH:8]1[CH:9]([CH2:14][NH:15][c:16]2[n:17][c:18]3[cH:19][c:20]([F:27])[c:21]([F:26])[cH:22][c:23]3[n:24][cH:25]2)[CH2:10][CH2:11][CH2:12][CH2:13]1. Reactants: CC(C)(C)OC(=O)N1CCCCC1CNc1cnc2cc(F)c(F)cc2n1, O=C(O)C(F)(F)F. Starting materials: C(C=C)OC1=C(C(=CC=C1)Cl)C1=C(C=CC=C1)Cl (2-allyloxy-2′,6-dichlorobiphenyl), C1(=CC(=CC(=C1)C)C)C (mesitylene). Yields the product C(C=C)C1=C(C(=C(C=C1)Cl)C1=C(C=CC=C1)Cl)O (3-allyl-2′,6-dichlorobiphenyl-2-ol). The yield is 77.0%. As a reaction SMILES: C([O:4][C:5]1[CH:10]=[CH:9][CH:8]=[C:7]([Cl:11])[C:6]=1[C:12]1[CH:17]=[CH:16][CH:15]=[CH:14][C:13]=1[Cl:18])C=C.[C:19]1(C)[CH:24]=C(C)C=C(C)[CH:20]=1>>[CH2:24]([C:10]1[CH:9]=[CH:8][C:7]([Cl:11])=[C:6]([C:12]2[CH:17]=[CH:16][CH:15]=[CH:14][C:13]=2[Cl:18])[C:5]=1[OH:4])[CH:19]=[CH2:20]. Reported procedure: A solution of 2-allyloxy-2′,6-dichlorobiphenyl (11.6 g, 41.8 mmol) in mesitylene (100 mL) was refluxed for 24 h. The solvent was removed under reduced pressure. Purification by ISCO using a solvent gradient of 0 to 20% ethyl acetate in hexanes provided 9.0 g (77%) of 3-allyl-2′,6-dichlorobiphenyl-2-ol as a light yellow oil. Starting materials: C1CC(=O)N(C1=O)Cl (NCS), C(C1=CC=CC=C1)(=O)OOC(C1=CC=CC=C1)=O (benzoyl peroxide), ClC1=NC(=CC=C1C#N)C (2-chloro-3-cyano-6-methyl-pyridine). Solvent: C1=CC=CC=C1 (benzene). Run at time 4 hour. Product: ClC1=NC(=CC=C1C#N)CCl (2-Chloro-6-chloromethyl-3-cyanopyridine). Reaction SMILES: C1C(=O)N([Cl:8])C(=O)C1.C(OOC(=O)C1C=CC=CC=1)(=O)C1C=CC=CC=1.[Cl:27][C:28]1[C:33]([C:34]#[N:35])=[CH:32][CH:31]=[C:30]([CH3:36])[N:29]=1>C1C=CC=CC=1>[Cl:27][C:28]1[C:33]([C:34]#[N:35])=[CH:32][CH:31]=[C:30]([CH2:36][Cl:8])[N:29]=1. Procedure: NCS (1.44 g, 10.8 mmol) and benzoyl peroxide (238 mg, 0.98 mmol) were added to a stirred solution of 2-chloro-3-cyano-6-methyl-pyridine (750 mg, 4.92 mmol) in benzene (35 mL) and the mixture was heated to reflux. After 4 h, the mixture was cooled and filtered. The filtrate was diluted with ethyl acetate and was washed with sodium metabisulfite solution, water and brine, dried (Na2SO4) and evaporated in vacuo. The residue was purified by chromatography on silica (chloroform) to give the title com... Reaction SMILES: C(Cl)Cl.[Cl:4][C:5]1[CH:6]=[CH:7][C:8]2[S:12][C:11]([CH:13]([CH:17]([CH3:19])[CH3:18])[C:14]([OH:16])=[O:15])=[CH:10][C:9]=2[CH:20]=1.C([O-])([O-])=O.[K+].[K+].[C:27]([CH:29](Cl)[C:30]1[CH:35]=[CH:34][CH:33]=[C:32]([O:36][C:37]2[CH:42]=[CH:41][CH:40]=[CH:39][CH:38]=2)[CH:31]=1)#[N:28]>CCOCC.CS(C)=O.C1COCC1>[Cl:4][C:5]1[CH:6]=[CH:7][C:8]2[S:12][C:11]([CH:13]([CH:17]([CH3:18])[CH3:19])[C:14]([O:16][CH:29]([C:27]#[N:28])[C:30]3[CH:35]=[CH:34][CH:33]=[C:32]([O:36][C:37]4[CH:38]=[CH:39][CH:40]=[CH:41][CH:42]=4)[CH:31]=3)=[O:15])=[CH:10][C:9]=2[CH:20]=1 |f:2.3.4|. Conditions: time 15 hour. Yields the product ClC=1C=CC2=C(C=C(S2)C(C(=O)OC(C2=CC(=CC=C2)OC2=CC=CC=C2)C#N)C(C)C)C1 (α-cyano-3-phenoxybenzyl 2-(5-chloro-2-benzothienyl)-3-methylbutanoate). The solvent is C1CCOC1 (THF), CCOCC (ether), CS(=O)C (DMSO). Reported procedure: A mixture of 10 ml methylene chloride, 10 ml THF, 2-(5-chloro-2-benzothienyl)-3-methylbutanoic acid (0.5 g), K2CO3 (0.25 g) and α-cyano-3-phenoxybenzyl chloride (0.42 g) is stirred at RT for 15 hours. Then 5 ml of DMSO is added and reaction mixture stirred for about 48 hours. The mixture is taken up in ether, washed with water and brine, dried over Na2SO4 and solvent removed. The crude product is plated developing with 10% ethyl acetate/hexane to give α-cyano-3-phenoxybenzyl 2-(5-chloro-2-benzot... Starting materials: C(Cl)Cl (methylene chloride), ClC=1C=CC2=C(C=C(S2)C(C(=O)O)C(C)C)C1 (2-(5-chloro-2-benzothienyl)-3-methylbutanoic acid), C(=O)([O-])[O-].[K+].[K+] (K2CO3), C(#N)C(C1=CC(=CC=C1)OC1=CC=CC=C1)Cl (α-cyano-3-phenoxybenzyl chloride).